The task is: describe an organic reaction: reactants, conditions, products, and yield. This data is from the Open Reaction Database (ORD), a public repository of structured organic reaction records. The reactants are C(C)C1=C(C(=CC(=C1)C)CC)C=1C(N(N=C(C1S(=O)(=O)C1=CC=C(C=C1)C)CO)C)=O (4-(2,6-diethyl-4-methylphenyl)-6-hydroxymethyl-5-(4-methylphenylsulfonyl)-2-methyl-3(2H)-pyridazinone), [OH-].[Na+] (sodium hydroxide), Cl (hydrochloric acid). The solvent is CN1C(N(CC1)C)=O (1,3-dimethylimidazolidinone). Reaction conditions: temperature 70 celsius, time 12 hour. The product is C(C)C1=C(C(=CC(=C1)C)CC)C=1C(N(N=C(C1O)CO)C)=O (4-(2,6-diethyl-4-methylphenyl)-6-hydroxymethyl-5-hydroxy-2-methyl-3(2H)-pyridazinone). Yield: 47.0%. RXN SMILES: [CH2:1]([C:3]1[CH:8]=[C:7]([CH3:9])[CH:6]=[C:5]([CH2:10][CH3:11])[C:4]=1[C:12]1[C:13](=[O:31])[N:14]([CH3:30])[N:15]=[C:16]([CH2:28][OH:29])[C:17]=1S(C1C=CC(C)=CC=1)(=O)=O)[CH3:2].[OH-:32].[Na+].Cl>CN1CCN(C)C1=O>[CH2:1]([C:3]1[CH:8]=[C:7]([CH3:9])[CH:6]=[C:5]([CH2:10][CH3:11])[C:4]=1[C:12]1[C:13](=[O:31])[N:14]([CH3:30])[N:15]=[C:16]([CH2:28][OH:29])[C:17]=1[OH:32])[CH3:2] |f:1.2|. Procedure details: To a solution of 4-(2,6-diethyl-4-methylphenyl)-6-hydroxymethyl-5-(4-methylphenylsulfonyl)-2-methyl-3(2H)-pyridazinone (2.58 g, 5.85 mmol) in 1,3-dimethylimidazolidinone (30 ml) was added 2N aqueous sodium hydroxide solution (15 ml), and stirred at 70° C. for 12 hours. After cooling to room temperature, 2N hydrochloric acid (25 ml) was added, and extracted with ethyl acetate 2 times. The combined organic layer was washed with water 2 times, washed with saturated brine, dried over anhydrous magne... Starting materials: O (Water), C(\C=C\CO)O ((E)-2-buten-1,4-diol), C1(=CC=C(C=C1)S(=O)(=O)Cl)C (p-toluenesulfonyl chloride), CC(C)([O-])C.[Na+] (sodium tert-butoxide). Run in C1CCOC1 (THF). Reaction conditions: temperature 0 celsius. Product: S(=O)(=O)(C1=CC=C(C)C=C1)OC\C=C\COS(=O)(=O)C1=CC=C(C)C=C1 ((E)-1,4-Ditosyloxy-2-butene). Yield: 182.0%. Reaction SMILES: [CH2:1]([OH:6])/[CH:2]=[CH:3]/[CH2:4][OH:5].[C:7]1([CH3:17])[CH:12]=[CH:11][C:10]([S:13](Cl)(=[O:15])=[O:14])=[CH:9][CH:8]=1.[CH3:18][C:19]([CH3:22])([O-])[CH3:20].[Na+].[OH2:24]>C1COCC1>[S:13]([O:5][CH2:4]/[CH:3]=[CH:2]/[CH2:1][O:6][S:13]([C:10]1[CH:11]=[CH:22][C:19]([CH3:20])=[CH:18][CH:9]=1)(=[O:14])=[O:24])([C:10]1[CH:11]=[CH:12][C:7]([CH3:17])=[CH:8][CH:9]=1)(=[O:15])=[O:14] |f:2.3|. Procedure details: To a solution of (E)-2-buten-1,4-diol (326 mg, 3.7 mmol) and p-toluenesulfonyl chloride (1.76 g, 9.25 mmol) in 30 mL of THF was added portionwise sodium tert-butoxide (1.07 g, 11.1 mmol)) under stirring at 0° C. The mixture was then stirred overnight at rt. Water (100 mL) was added and the product was extracted with CH2CL2 (3×25 mL). The extract was dried with MgSO4, filtered, and evaporated. Purification by flash column chromatography with hexane:ether:CH2CH2/3:1:1 gave the product as a crystal... Starting materials: C(CCCCCCC)[Si](N(C)C)(C)C (octyldimethyl(dimethylamino)silane), FC(S(=O)(=O)OS(=O)(=O)C(F)(F)F)(F)F (trifluoromethanesulfonic anhydride), FC(S(=O)(=O)OS(=O)(=O)C(F)(F)F)(F)F (trifluoromethanesulfonic anhydride). Product: FC(S(=O)(=O)O[Si](C)(C)CCCCCCCC)(F)F (octyldimethylsilyl trifluoromethanesulfonate). As a reaction SMILES: [CH2:1]([Si:9]([CH3:14])([CH3:13])N(C)C)[CH2:2][CH2:3][CH2:4][CH2:5][CH2:6][CH2:7][CH3:8].[F:15][C:16]([F:29])([F:28])[S:17]([O:20]S(C(F)(F)F)(=O)=O)(=[O:19])=[O:18]>>[F:15][C:16]([F:29])([F:28])[S:17]([O:20][Si:9]([CH2:1][CH2:2][CH2:3][CH2:4][CH2:5][CH2:6][CH2:7][CH3:8])([CH3:14])[CH3:13])(=[O:19])=[O:18]. Procedure details: Additionally, for example when mixing octyldimethyl(dimethylamino)silane as the silicon compound B and trifluoromethanesulfonic anhydride as the acid B, the trifluoromethanesulfonic anhydride is rapidly reacted to form octyldimethylsilyl trifluoromethanesulfonate as the acid A. The reactants are [OH-].[Na+] (sodium hydroxide), Cl (hydrochloric acid), C1(=CC=CC=C1)C=CC(C)=O (1-Phenylbut-1-en-3-one), OC1=CC=C(C=O)C=C1 (p-hydroxybenzaldehyde). The solvent is O (water), C(C)O (ethanol). The product is OC1=CC=C(C=C1)C=CC(C=CC1=CC=CC=C1)=O (1-(p-hydroxyphenyl)-5-phenylpenta-1,4-dien-3-one). The yield is 30.5%. As a reaction SMILES: [C:1]1([CH:7]=[CH:8][C:9](=[O:11])[CH3:10])[CH:6]=[CH:5][CH:4]=[CH:3][CH:2]=1.[OH:12][C:13]1[CH:20]=[CH:19][C:16]([CH:17]=O)=[CH:15][CH:14]=1.[OH-].[Na+].Cl>C(O)C.O>[OH:12][C:13]1[CH:20]=[CH:19][C:16]([CH:17]=[CH:10][C:9](=[O:11])[CH:8]=[CH:7][C:1]2[CH:6]=[CH:5][CH:4]=[CH:3][CH:2]=2)=[CH:15][CH:14]=1 |f:2.3|. Procedure: 1-Phenylbut-1-en-3-one (58.4 g), and p-hydroxybenzaldehyde (48.8 g) are dissolved in ethanol (300 ml) and cooled to a temperature below 15° C., using an ice bath. A solution of sodium hydroxide (20 g) in water (80 ml) is added over 2 hours, the temperature of the mixture being kept below 15° C. This solution is then neutralised to pH 7 with dilute hydrochloric acid. An oily solid separates out, and this is filtered and washed with toluene to give 30.5 g of 1-(p-hydroxyphenyl)-5-phenylpenta-1,4-d... RXN SMILES: [CH3:1][N:2]([CH3:7])[CH2:3][C:4](O)=[O:5].C(N(CC)C(C)C)(C)C.F[B-](F)(F)F.N1(OC(N(C)C)=[N+](C)C)C2C=CC=CC=2N=N1.[CH3:39][O:40][C:41]1[CH:42]=[CH:43][CH:44]=[C:45]2[C:50]=1[CH:49]([NH:51][C:52]1[CH:61]=[CH:60][C:59]3[C:54](=[CH:55][CH:56]=[C:57]([NH2:62])[CH:58]=3)[N:53]=1)[CH2:48][CH2:47][CH2:46]2>ClCCl.CN(C)C=O.O>[CH3:1][N:2]([CH3:7])[CH2:3][C:4]([NH:62][C:57]1[CH:58]=[C:59]2[C:54](=[CH:55][CH:56]=1)[N:53]=[C:52]([NH:51][CH:49]1[C:50]3[C:45](=[CH:44][CH:43]=[CH:42][C:41]=3[O:40][CH3:39])[CH2:46][CH2:47][CH2:48]1)[CH:61]=[CH:60]2)=[O:5] |f:2.3|. The yield is 77.3%. Procedure: N,N-Dimethylglycine (49 mg, 0.48 mmol), N,N-diisopropyl ethyl amine (217 mg, 1.68 mmol) and 2-(1H-benzotriazole-1-yl)-1,1,3,3-tetramethyluronium tetrafluoroborate (220 mg, 0.69 mmol) were dissolved in dichloromethane (6 mL) and dimethylformamide (1.5 mL). The reaction mixture was stirred at room temperature for 30 minutes. rac-N2-(8-Methoxy-1,2,3,4-tetrahydro-naphthalen-1-yl)-quinoline-2,6-diamine (150 mg, 0.47 mmol) was added and stirred was continued overnight. The reaction mixture was diluted... Run in ClCCl (dichloromethane), O (water), CN(C=O)C (dimethylformamide). The product is CN(CC(=O)NC=1C=C2C=CC(=NC2=CC1)NC1CCCC2=CC=CC(=C12)OC)C (rac-2-Dimethylamino-N-[2-(8-methoxy-1,2,3,4-tetrahydro-naphthalen-1-ylamino)-quinolin-6-yl]-acetamide). The reactants are COC=1C=CC=C2CCCC(C12)NC1=NC2=CC=C(C=C2C=C1)N (rac-N2-(8-Methoxy-1,2,3,4-tetrahydro-naphthalen-1-yl)-quinoline-2,6-diamine), CN(CC(=O)O)C (N,N-Dimethylglycine), C(C)(C)N(C(C)C)CC (N,N-diisopropyl ethyl amine), F[B-](F)(F)F.N1(N=NC2=C1C=CC=C2)OC(=[N+](C)C)N(C)C (2-(1H-benzotriazole-1-yl)-1,1,3,3-tetramethyluronium tetrafluoroborate). Reaction conditions: time 30 minute. The reactants are C(C)(C)(C)C=1C(=C(C=C(C1)C)C(CCCC(=O)O)(C)C)O (5-(3-t-butyl-2-hydroxy-5-methyl-phenyl)-5-methyl-hexanoic acid), NCCCCCCN (hexamethylene diamine). The product is C(C)(C)(C)C=1C(=C(C=C(C1)C)C(CCCC(=O)N)(C)C)O (5-(3-t-butyl-2-hydroxy-5-methyl-phenyl)-5-methyl-hexanoic acid amide), NCCCCCCN (1,6-diaminohexane). Reaction SMILES: [C:1]([C:5]1[C:6]([OH:21])=[C:7]([C:12]([CH3:20])([CH3:19])[CH2:13][CH2:14][CH2:15][C:16](O)=[O:17])[CH:8]=[C:9]([CH3:11])[CH:10]=1)([CH3:4])([CH3:3])[CH3:2].[NH2:22][CH2:23][CH2:24][CH2:25][CH2:26][CH2:27][CH2:28][NH2:29]>>[C:1]([C:5]1[C:6]([OH:21])=[C:7]([C:12]([CH3:20])([CH3:19])[CH2:13][CH2:14][CH2:15][C:16]([NH2:22])=[O:17])[CH:8]=[C:9]([CH3:11])[CH:10]=1)([CH3:4])([CH3:3])[CH3:2].[NH2:22][CH2:23][CH2:24][CH2:25][CH2:26][CH2:27][CH2:28][NH2:29]. Reported procedure: 14.6 Parts of 5-(3-t-butyl-2-hydroxy-5-methyl-phenyl)-5-methyl-hexanoic acid from Example 46 and 2.9 parts of hexamethylene diamine were heated at 150° C. for 24 hours. The solid obtained on cooling was crystallised from toluene and gave bis-5-(3-t-butyl-2-hydroxy-5-methyl-phenyl)-5-methyl-hexanoic acid amide of 1,6-diaminohexane m.p. 139°-42° C. with the following percentage composition by weight. Procedure: To a stirred suspension of 4-chloro-3-ureido-benzoic acid (26 g, 121 mmol) in ethanol (375 mL) was added 1,1,1-trifluoro-2,4-pentanedione (28 g, 182 mmol) and concentrated (95%) sulfuric acid (50 mL). The reaction mixture was heated at 85° C. for 6 h. After cooling to room temperature, the mixture was partitioned between water (500 mL) and DCM (1 L) and to this was added 6N aq. NaOH, until pH 9-10 attained. The DCM layer was separated and dried over MgSO4 and filtered. Concentration in vacuo gav... Conditions: temperature 85 celsius. RXN SMILES: [Cl:1][C:2]1[CH:10]=[CH:9][C:5]([C:6]([OH:8])=[O:7])=[CH:4][C:3]=1[NH:11][C:12]([NH2:14])=[O:13].[F:15][C:16]([F:24])([F:23])[C:17](=O)[CH2:18][C:19](=O)[CH3:20].[CH2:25](O)[CH3:26]>>[CH2:25]([O:7][C:6](=[O:8])[C:5]1[CH:9]=[CH:10][C:2]([Cl:1])=[C:3]([N:11]2[C:19]([CH3:20])=[CH:18][C:17]([C:16]([F:24])([F:23])[F:15])=[N:14][C:12]2=[O:13])[CH:4]=1)[CH3:26]. The product is C(C)OC(C1=CC(=C(C=C1)Cl)N1C(N=C(C=C1C)C(F)(F)F)=O)=O (4-chloro-3-(6-methyl-2-oxo-4-trifluoromethyl-2H-pyrimidin-1-yl)-benzoic acid ethyl ester). Starting materials: ClC1=C(C=C(C(=O)O)C=C1)NC(=O)N (4-chloro-3-ureido-benzoic acid), C(C)O (ethanol), FC(C(CC(C)=O)=O)(F)F (1,1,1-trifluoro-2,4-pentanedione). The yield is 9.0%.